From a dataset of the Open Reaction Database (ORD), a public repository of structured organic reaction records. describe an organic reaction: reactants, conditions, products, and yield Starting materials: C(C)OC([C@H](CC1=CC=C(C=C1)OCCBr)OC)=O ((2S)-3-[4-(2-bromo-ethoxy)-phenyl]-2-methoxy-propionic acid ethyl ester), OC1=CC=C2C(C=C(OC2=C1)C1=CC=CC=C1)=O (7-hydroxy-2-phenyl-chromen-4-one), CO[C@H](C(=O)O)CC1=CC=C(C=C1)OCCCOC1=CC=CC=C1 ((2S)-2-methoxy-3-[4-(3-phenoxy-propoxy)-phenyl]-propionic acid). Yields the product CO[C@H](C(=O)O)CC1=CC=C(C=C1)OCCOC1=CC=C2C(C=C(OC2=C1)C1=CC=CC=C1)=O ((2S)-2-methoxy-3-{4-[2-(4-oxo-2-phenyl-4H-chromen-7-yloxy)-ethoxy]-phenyl}-propionic acid). As a reaction SMILES: C([O:3][C:4](=[O:19])[C@@H:5]([O:17][CH3:18])[CH2:6][C:7]1[CH:12]=[CH:11][C:10]([O:13][CH2:14][CH2:15]Br)=[CH:9][CH:8]=1)C.[OH:20][C:21]1[CH:30]=[C:29]2[C:24]([C:25](=[O:37])[CH:26]=[C:27]([C:31]3[CH:36]=[CH:35][CH:34]=[CH:33][CH:32]=3)[O:28]2)=[CH:23][CH:22]=1.CO[C@@H](CC1C=CC(OCCCOC2C=CC=CC=2)=CC=1)C(O)=O>>[CH3:18][O:17][C@@H:5]([CH2:6][C:7]1[CH:8]=[CH:9][C:10]([O:13][CH2:14][CH2:15][O:20][C:21]2[CH:30]=[C:29]3[C:24]([C:25](=[O:37])[CH:26]=[C:27]([C:31]4[CH:36]=[CH:35][CH:34]=[CH:33][CH:32]=4)[O:28]3)=[CH:23][CH:22]=2)=[CH:11][CH:12]=1)[C:4]([OH:3])=[O:19]. Procedure details: The title compound was prepared from (2S)-3-[4-(2-bromo-ethoxy)-phenyl]-2-methoxy-propionic acid ethyl ester (Example 283, Step 2) and 7-hydroxy-2-phenyl-chromen-4-one via the same procedure used for the preparation of (2S)-2-methoxy-3-[4-(3-phenoxy-propoxy)-phenyl]-propionic acid (Example 285, Step 1), to produce a yellow solid. Reactants: OCC(O)CO (glycerin), OC1=CC=C(C=CC(=O)O)C=C1 (p-hydroxy cinnamic acid), B(F)(F)F.CCOCC (boron trifluoride ethyl ether), C1C(O1)CO (glycidol). Solvent: CS(=O)C (DMSO). Conditions: temperature 90 celsius, time 2 hour. Yields the product C(C=CC1=CC=CC=C1)(=O)O (cinnamic acid). RXN SMILES: O[C:2]1[CH:12]=[CH:11][C:5]([CH:6]=[CH:7][C:8]([OH:10])=[O:9])=[CH:4][CH:3]=1.C1OC1CO.B(F)(F)F.CCOCC.OCC(CO)O>CS(C)=O>[C:8]([OH:10])(=[O:9])[CH:7]=[CH:6][C:5]1[CH:4]=[CH:3][CH:2]=[CH:12][CH:11]=1 |f:2.3|. Procedure details: 8.719 g of p-hydroxy cinnamic acid was dissolved in 10 ml of DMSO, and 19.7 g of glycidol was added. The mixture was stirred and heated to 90° C. Catalystic amount of boron trifluoride ethyl ether was added, heating and agitation was carried out for 2 hours and then the adduct of cinnamic acid and glycerin was obtained.